From a dataset of the Open Reaction Database (ORD), a public repository of structured organic reaction records. describe an organic reaction: reactants, conditions, products, and yield The reactants are BrC=1C(C2=CC(=CC=C2C1C1=CC=C(C=C1)C(F)(F)F)OCCN1CCN(CC1)S(=O)(=O)C)=O (2-Bromo-6-[2-(4-(methylsulfonyl)piperazin-1-yl)ethoxy]-3-[4-(trifluoromethyl)phenyl]-1H-inden-1-one), O1CCN(CC1)CCOC1=CC=C2C(=C(C(C2=C1)=O)Br)C1=CC=CC=C1 (6-(2-morpholinoethoxy)-2-bromo-3-phenyl-1H-inden-1-one), N1=CN=CC(=C1)B(O)O (5-pyrimidinylboronic acid). The product is CS(=O)(=O)N1CCN(CC1)CCOC1=CC=C2C(=C(C(C2=C1)=O)C=1C=NC=NC1)C1=CC=C(C=C1)C(F)(F)F (6-(2-(4-(methylsulfonyl)piperazin-1-yl)ethoxy)-2-(pyrimidin-5-yl)-3-(4-(trifluoromethyl)phenyl)-1H-inden-1-one). The yield is 14.0%. As a reaction SMILES: Br[C:2]1[C:3](=[O:34])[C:4]2[C:9]([C:10]=1[C:11]1[CH:16]=[CH:15][C:14]([C:17]([F:20])([F:19])[F:18])=[CH:13][CH:12]=1)=[CH:8][CH:7]=[C:6]([O:21][CH2:22][CH2:23][N:24]1[CH2:29][CH2:28][N:27]([S:30]([CH3:33])(=[O:32])=[O:31])[CH2:26][CH2:25]1)[CH:5]=2.O1CCN(CCOC2C=C3C(C(C4C=CC=CC=4)=C(Br)C3=O)=CC=2)CC1.[N:61]1[CH:66]=[C:65](B(O)O)[CH:64]=[N:63][CH:62]=1>>[CH3:33][S:30]([N:27]1[CH2:28][CH2:29][N:24]([CH2:23][CH2:22][O:21][C:6]2[CH:5]=[C:4]3[C:9]([C:10]([C:11]4[CH:12]=[CH:13][C:14]([C:17]([F:19])([F:18])[F:20])=[CH:15][CH:16]=4)=[C:2]([C:65]4[CH:66]=[N:61][CH:62]=[N:63][CH:64]=4)[C:3]3=[O:34])=[CH:8][CH:7]=2)[CH2:25][CH2:26]1)(=[O:31])=[O:32]. Procedure details: The procedure of Step 7 of Example 1 was repeated except for using 2-bromo-6-[2-(4-(methylsulfonyl)piperazin-1-yl)ethoxy]-3-[4-(trifluoromethyl)phenyl]-1H-inden-1-one obtained in Step 1 of Example 47 as a starting material instead of 6-(2-morpholinoethoxy)-2-bromo-3-phenyl-1H-inden-1-one, and 5-pyrimidinylboronic acid instead of 3-pyridinylboronic acid, and being purified by prep HPLC (CH3CN/H2O=7:3) to obtain the title compound (14%).